From a dataset of the Open Reaction Database (ORD), a public repository of structured organic reaction records. describe an organic reaction: reactants, conditions, products, and yield Starting materials: C1(=CC=CC2=CC=CC=C12)[C@@H](C)N(C(OC(C)(C)C)=O)CC1CNCC1C1=CC=CC=C1 (tert-butyl [(1R)-1-(1-naphthyl)ethyl][(4-phenylpyrrolidin-3-yl)methyl]carbamate), ClC1=CC=CC=C1 (chlorobenzene), CC(C)([O-])C.[K+] (potassium tert-butoxide). The solvent is C1(=CC=CC=C1)C (toluene). Run at temperature 135 celsius. Product: C1(=CC=CC=C1)N1CC(C(C1)C1=CC=CC=C1)CN(C(OC(C)(C)C)=O)[C@H](C)C1=CC=CC2=CC=CC=C12 (tert-butyl [(1,4-diphenylpyrrolidin-3-yl)methyl][(1R)-1-(1-naphthyl)ethyl]carbamate). Isolated yield 33.6%. Reaction SMILES: [C:1]1([C@H:11]([N:13]([CH2:21][CH:22]2[CH:26]([C:27]3[CH:32]=[CH:31][CH:30]=[CH:29][CH:28]=3)[CH2:25][NH:24][CH2:23]2)[C:14](=[O:20])[O:15][C:16]([CH3:19])([CH3:18])[CH3:17])[CH3:12])[C:10]2[C:5](=[CH:6][CH:7]=[CH:8][CH:9]=2)[CH:4]=[CH:3][CH:2]=1.Cl[C:34]1[CH:39]=[CH:38][CH:37]=[CH:36][CH:35]=1.CC(C)([O-])C.[K+]>C1(C)C=CC=CC=1>[C:34]1([N:24]2[CH2:25][CH:26]([C:27]3[CH:28]=[CH:29][CH:30]=[CH:31][CH:32]=3)[CH:22]([CH2:21][N:13]([C@@H:11]([C:1]3[C:10]4[C:5](=[CH:6][CH:7]=[CH:8][CH:9]=4)[CH:4]=[CH:3][CH:2]=3)[CH3:12])[C:14](=[O:20])[O:15][C:16]([CH3:18])([CH3:19])[CH3:17])[CH2:23]2)[CH:39]=[CH:38][CH:37]=[CH:36][CH:35]=1 |f:2.3|. Reported procedure: In accordance with the techniques of “Journal of Organic Chemistry”, 2001, vol. 66, p. 1403-1412, a mixture of 215 mg of tert-butyl [(1R)-1-(1-naphthyl)ethyl][(4-phenylpyrrolidin-3-yl)methyl]carbamate, 113 mg of chlorobenzene and 3 ml of toluene was mixed with 231 mg of potassium tert-butoxide and heated at 135° C. for 36 hours in a sealed tube. The organic layer was washed with 1 M hydrochloric acid, and the organic layer was dried with anhydrous sodium sulfate and concentrated under a reduced ... Starting materials: CS(C)=O, COC(=O)c1ccc2cc(C=O)oc2c1, [O-][Cl+][O-], [K+], [Na+], [Na+], [OH-], O, O=P([O-])(O)O. Product: COC(=O)c1ccc2cc(C(=O)O)oc2c1. As a reaction SMILES: [CH3:28][S:29]([CH3:30])=[O:31].[CH:1](=[O:2])[c:3]1[o:4][c:5]2[c:6]([cH:7]1)[cH:8][cH:9][c:10]([C:12](=[O:13])[O:14][CH3:15])[cH:11]2.[Cl+:22]([O-:23])[O-:24].[K+:21].[Na+:25].[Na+:27].[OH-:26].[OH2:32].[P:16](=[O:17])([O-:18])([OH:19])[OH:20]>>[C:1](=[O:2])([c:3]1[o:4][c:5]2[c:6]([cH:7]1)[cH:8][cH:9][c:10]([C:12](=[O:13])[O:14][CH3:15])[cH:11]2)[OH:17]. Starting materials: CC(=O)C (acetone), C([O-])([O-])=O.[K+].[K+] (potassium carbonate), CI (methyl iodide), OC=1C=C2C(CC(OC2=CC1OCC)(C)C)=O (6-hydroxy-7-ethoxy-2,2-dimethyl-4-chromanone). Run at temperature 0 celsius. Yields the product COC=1C=C2C(CC(OC2=CC1OCC)(C)C)=O (6-methoxy-7-ethoxy-2,2-dimethyl-4-chromanone). Isolated yield 92.0%. As a reaction SMILES: [CH3:1]C(C)=O.C(=O)([O-])[O-].[K+].[K+].CI.[OH:13][C:14]1[CH:15]=[C:16]2[C:21](=[CH:22][C:23]=1[O:24][CH2:25][CH3:26])[O:20][C:19]([CH3:28])([CH3:27])[CH2:18][C:17]2=[O:29]>>[CH3:1][O:13][C:14]1[CH:15]=[C:16]2[C:21](=[CH:22][C:23]=1[O:24][CH2:25][CH3:26])[O:20][C:19]([CH3:28])([CH3:27])[CH2:18][C:17]2=[O:29] |f:1.2.3|. Procedure details: In 100 ml of acetone 4.7 g (20 millimoles) of 6-hydroxy-7-ethoxy-2,2-dimethyl-4-chromanone are dissolved, whereupon 4.1 g (30 millimoles) of potassium carbonate and 4.5 b (2 ml, 30 millimoles) of methyl iodide are added. The reaction mixture is refluxed for 4 hours, the inorganic salt is filtered off, washed twice with 20 ml of acetone and the half of the solvent is removed. The residue is cooled to 0° C., the precipitated product is filtered off and dried to constant weight. Thus 4.6 g of the d... Reactants: OS(=O)(=O)O.O=S(=O)=O (oleum), C1(=CC=CC=C1)O (phenol). Conditions: time 1 hour. Yields the product C1=CC(=CC=C1O)S(=O)(=O)O (phenolsulfonic acid). As a reaction SMILES: [OH:1][S:2]([OH:5])(=O)=[O:3].O=S(=O)=O.[C:10]1([OH:16])[CH:15]=[CH:14][CH:13]=[CH:12][CH:11]=1>>[CH:11]1[C:10]([OH:16])=[CH:15][CH:14]=[C:13]([S:2]([OH:5])(=[O:3])=[O:1])[CH:12]=1 |f:0.1|. Procedure: 440 parts of 66% oleum are added slowly at from 60° to 70° C. to 500 parts of melted phenol, and the mixture is subsequently sulfonated at 100° C. for 1 hour. The phenolsulfonic acid formed is then slowly heated at from 160° to 165° C. in a vacuum of from about 11 to 13 mm, so that only a little phenol distils off, and is maintained at this temperature until 1 g of the condensation product neutralizes 3.5 to 3.7 cm3 of 1N sodium hydroxide solution against Congo red. 90 to 100 parts of phenol are... Starting materials: S(N)(=O)(=O)C1=CC=C(C(=O)NC(=N)N)C=C1 (4-Sulfamoylbenzoylguanidine), Cl (HCl). Run in C(C)(=O)OCC (ethyl acetate). Yields the product Cl.S(N)(=O)(=O)C1=CC=C(C(=O)NC(=N)N)C=C1 (4-Sulfamoylbenzoylguanidine hydrochloride). As a reaction SMILES: [S:1]([C:5]1[CH:16]=[CH:15][C:8]([C:9]([NH:11][C:12]([NH2:14])=[NH:13])=[O:10])=[CH:7][CH:6]=1)(=[O:4])(=[O:3])[NH2:2].[ClH:17]>C(OCC)(=O)C>[ClH:17].[S:1]([C:5]1[CH:16]=[CH:15][C:8]([C:9]([NH:11][C:12]([NH2:14])=[NH:13])=[O:10])=[CH:7][CH:6]=1)(=[O:3])(=[O:4])[NH2:2] |f:3.4|. Reported procedure: is obtained by treating the compound prepared in Example 10 with ethereal HCl in ethyl acetate.